Dataset: the Open Reaction Database (ORD), a public repository of structured organic reaction records. Task: describe an organic reaction: reactants, conditions, products, and yield Starting materials: ClCCl, Cc1nccc(-c2sc(C3(C)CCN(C(=O)OC(C)(C)C)CC3)nc2-c2cccc(NS(=O)(=O)c3c(F)cccc3F)c2F)n1, O=C(O)C(F)(F)F. As a reaction SMILES: [Cl:53][CH2:54][Cl:55].[F:1][c:2]1[c:3]([S:9](=[O:10])(=[O:11])[NH:12][c:13]2[c:14]([F:45])[c:15](-[c:19]3[n:20][c:21]([C:31]4([CH3:44])[CH2:32][CH2:33][N:34]([C:37]([O:38][C:39]([CH3:40])([CH3:41])[CH3:42])=[O:43])[CH2:35][CH2:36]4)[s:22][c:23]3-[c:24]3[n:25][c:26]([CH3:30])[n:27][cH:28][cH:29]3)[cH:16][cH:17][cH:18]2)[c:4]([F:8])[cH:5][cH:6][cH:7]1.[F:46][C:47]([F:48])([F:49])[C:50]([OH:51])=[O:52]>>[F:1][c:2]1[c:3]([S:9](=[O:10])(=[O:11])[NH:12][c:13]2[c:14]([F:45])[c:15](-[c:19]3[n:20][c:21]([C:31]4([CH3:44])[CH2:32][CH2:33][NH:34][CH2:35][CH2:36]4)[s:22][c:23]3-[c:24]3[n:25][c:26]([CH3:30])[n:27][cH:28][cH:29]3)[cH:16][cH:17][cH:18]2)[c:4]([F:8])[cH:5][cH:6][cH:7]1. Product: Cc1nccc(-c2sc(C3(C)CCNCC3)nc2-c2cccc(NS(=O)(=O)c3c(F)cccc3F)c2F)n1. Starting materials: Cl.NCC(=O)NC(C1=CC=CC=C1)C1=CC=C(C=C1)Cl (rac-2-amino-N-[(4-chloro-phenyl)-phenyl-methyl]-acetamide hydrochloride), FC(OC1=CC=C(C(=O)O)C=C1)(F)F (4-(trifluoromethoxy)benzoic acid). Yields the product ClC1=CC=C(C=C1)C(C1=CC=CC=C1)NC(=O)CNC(C1=CC=C(C=C1)OC(F)(F)F)=O (rac-N-({[(4-Chloro-phenyl)-phenyl-methyl]-carbamoyl}-methyl)-4-trifluoromethoxy-benzamide). As a reaction SMILES: Cl.[NH2:2][CH2:3][C:4]([NH:6][CH:7]([C:14]1[CH:19]=[CH:18][C:17]([Cl:20])=[CH:16][CH:15]=1)[C:8]1[CH:13]=[CH:12][CH:11]=[CH:10][CH:9]=1)=[O:5].[F:21][C:22]([F:34])([F:33])[O:23][C:24]1[CH:32]=[CH:31][C:27]([C:28](O)=[O:29])=[CH:26][CH:25]=1>>[Cl:20][C:17]1[CH:18]=[CH:19][C:14]([CH:7]([NH:6][C:4]([CH2:3][NH:2][C:28](=[O:29])[C:27]2[CH:31]=[CH:32][C:24]([O:23][C:22]([F:21])([F:33])[F:34])=[CH:25][CH:26]=2)=[O:5])[C:8]2[CH:13]=[CH:12][CH:11]=[CH:10][CH:9]=2)=[CH:15][CH:16]=1 |f:0.1|. Procedure details: Prepared in analogy to example 1.12 from rac-2-amino-N-[(4-chloro-phenyl)-phenyl-methyl]-acetamide hydrochloride (Example 3.1) and 4-(trifluoromethoxy)benzoic acid. MS (m/e): 461.1 (MH−, 100%). The reactants are C(Cl)C1CO1 (epichlorohydrin), COC1=CC=2C(C3=C(C=NC4=CC=CC=C34)C2C=C1)=NO (9-Methoxy-11H-indeno[1,2-c]quinolin-11-one oxime), ClCCN1CCCC1.Cl (1-(2-chloroethyl)pyrrolidine·HCl), COC1=CC=2C(C3=C(C(=NC4=CC=CC=C34)N3CCNCC3)C2C=C1)=O (9-Methoxy-6-(piperazin-1-yl)-11H-indeno[1,2-c]quinolin-11-one). Product: N1(CCCC1)CCON=C1C=2C=C(C=CC2C=2C=NC3=CC=CC=C3C21)OC (9-methoxy-11H-indeno[1,2-c]quinolin-11-one O-2-(pyrrolidin-1-yl)ethyl oxime). Reaction SMILES: [CH3:1][O:2][C:3]1[CH:19]=[CH:18][C:17]2[C:8]3[CH:9]=[N:10][C:11]4[C:16]([C:7]=3[C:6](=[N:20][OH:21])[C:5]=2[CH:4]=1)=[CH:15][CH:14]=[CH:13][CH:12]=4.Cl[CH2:23][CH2:24][N:25]1[CH2:29][CH2:28][CH2:27][CH2:26]1.Cl.COC1C=CC2C3C(N4CCNCC4)=NC4C(C=3C(=O)C=2C=1)=CC=CC=4.C(C1OC1)Cl>>[N:25]1([CH2:24][CH2:23][O:21][N:20]=[C:6]2[C:7]3[C:16]4[C:11](=[CH:12][CH:13]=[CH:14][CH:15]=4)[N:10]=[CH:9][C:8]=3[C:17]3[CH:18]=[CH:19][C:3]([O:2][CH3:1])=[CH:4][C:5]2=3)[CH2:29][CH2:28][CH2:27][CH2:26]1 |f:1.2|. Procedure details: 9-methoxy-11H-indeno[1,2-c]quinolin-11-one O-2-(pyrrolidin-1-yl)ethyl oxime (6aa) was prepared substantially according to the procedures as set forth in the above Synthesis Example 18, except that compound 6a and 1-(2-chloroethyl)pyrrolidine·HCl were used in place of compound 5x and epichlorohydrin, respectively, giving the title compound at a yield of 56%. Reaction conditions: temperature 40 celsius. Isolated yield 89.0%. Reactants: COC(C=CC1=CC=C(C=C1)C=O)(O)OC (4-Formylcinnamic acid dimethyl acetal), C([O-])([O-])=O.[K+].[K+] (potassium carbonate), CI (Methyl iodide). The product is COC(C1=CC=C(/C=C/C(=O)OC)C=C1)OC ((E)-methyl 4-(dimethoxymethyl)cinnamate). As a reaction SMILES: CO[C:3]([O:15][CH3:16])([OH:14])[CH:4]=[CH:5][C:6]1[CH:11]=[CH:10][C:9]([CH:12]=[O:13])=[CH:8][CH:7]=1.[C:17](=[O:20])([O-])[O-].[K+].[K+].[CH3:23]I>>[CH3:17][O:20][CH:12]([O:13][CH3:23])[C:9]1[CH:8]=[CH:7][C:6](/[CH:5]=[CH:4]/[C:3]([O:15][CH3:16])=[O:14])=[CH:11][CH:10]=1 |f:1.2.3|. Reported procedure: 4-Formylcinnamic acid dimethyl acetal (Cleeland, Jr., et al., U.S. Pat. No. 3,969,373) (20.00 g) and anhydrous potassium carbonate (12.44 g) were stirred in anhydrous N,N-dimethylfornamide (189 ml) for 5 minutes. Methyl iodide (12.8 g) was added and the resulting mixture was stirred vigorously with gentle heating (oil bath at 40° C.) for 18 h. Volatiles were evaporated in vacuo and the residue partitioned between hexanes (400 ml) and water (100 ml). The hexanes layer was dried (magnesium sulfate... The reactants are O=C([O-])[O-], CCN(CC)CCCl, O=[N+]([O-])c1ccc(O)c(Cl)c1, Cl, [K+], [K+], CN(C)C=O. Product: CCN(CC)CCOc1ccc([N+](=O)[O-])cc1Cl. RXN SMILES: [C:1](=[O:2])([O-:3])[O-:4].[Cl:19][CH2:20][CH2:21][N:22]([CH2:23][CH3:24])[CH2:25][CH3:26].[Cl:7][c:8]1[c:9]([OH:17])[cH:10][cH:11][c:12]([N+:14](=[O:15])[O-:16])[cH:13]1.[ClH:18].[K+:5].[K+:6].[O:27]=[CH:28][N:29]([CH3:30])[CH3:31]>>[Cl:7][c:8]1[c:9]([O:17][CH2:20][CH2:21][N:22]([CH2:23][CH3:24])[CH2:25][CH3:26])[cH:10][cH:11][c:12]([N+:14](=[O:15])[O-:16])[cH:13]1. Yields the product Cc1cc(CCC(C)C)nc(-n2c(C)ccc2C)c1. As a reaction SMILES: [CH2:34]([O:35][CH2:36][CH3:37])[CH3:38].[CH2:39]1[CH2:40][CH2:41][CH2:42][CH2:43][CH2:44]1.[CH3:29][CH2:30][O:31][CH2:32][CH3:33].[CH3:8][c:9]1[cH:10][c:11](-[n:16]2[c:17]([CH3:22])[cH:18][cH:19][c:20]2[CH3:21])[n:12][c:13]([CH3:15])[cH:14]1.[I-:28].[I:23][CH2:24][CH:25]([CH3:26])[CH3:27].[Li:1][c:2]1[cH:3][cH:4][cH:5][cH:6][cH:7]1>>[CH3:8][c:9]1[cH:10][c:11](-[n:16]2[c:17]([CH3:22])[cH:18][cH:19][c:20]2[CH3:21])[n:12][c:13]([CH2:15][CH2:24][CH:25]([CH3:26])[CH3:27])[cH:14]1. The reactants are CCOCC, C1CCCCC1, CCOCC, Cc1cc(C)nc(-n2c(C)ccc2C)c1, [I-], CC(C)CI, [Li]c1ccccc1. Starting materials: CC(=O)OCc1ccccc1CCl, CS(C)=O, N#C[Na]. Yields the product CC(=O)OCc1ccccc1CC#N. Reaction SMILES: [C:1]([CH3:2])(=[O:3])[O:4][CH2:5][c:6]1[c:7]([CH2:12][Cl:13])[cH:8][cH:9][cH:10][cH:11]1.[CH3:17][S:18](=[O:19])[CH3:20].[Na:14][C:15]#[N:16]>>[C:1]([CH3:2])(=[O:3])[O:4][CH2:5][c:6]1[c:7]([CH2:12][C:15]#[N:16])[cH:8][cH:9][cH:10][cH:11]1. Reactants: C1=CC=CC=2C=CCN3C(C21)=CC=2C=CC(=CC23)C(=O)O (7H-indolo[2,1-a][2]benzazepine-10-carboxylic acid), CN(S(=O)(=O)N)C (N,N-dimethylsulfamide), N=C=N (carbodiimide), CN(C=O)C (dimethylformamide). The reagents and catalysts are CN(C)C=1C=CN=CC1 (DMAP). Reaction conditions: time 8 hour. Product: C1=CC=CC=2C=C(CN3C(C21)=CC=2C=CC(=CC23)C(=O)N)C(=O)N (7H-indolo[2,1-a][2]benzazepine-6,10-dicarboxamide). RXN SMILES: [CH:1]1[C:11]2[C:10]3=[CH:12][C:13]4[CH:14]=[CH:15][C:16]([C:19](O)=[O:20])=[CH:17][C:18]=4[N:9]3[CH2:8][CH:7]=[CH:6][C:5]=2[CH:4]=[CH:3][CH:2]=1.C[N:23](C)S(N)(=O)=O.N=C=N.C[N:33](C)[CH:34]=[O:35]>CN(C1C=CN=CC=1)C>[CH:1]1[C:11]2[C:10]3=[CH:12][C:13]4[CH:14]=[CH:15][C:16]([C:19]([NH2:23])=[O:20])=[CH:17][C:18]=4[N:9]3[CH2:8][C:7]([C:34]([NH2:33])=[O:35])=[CH:6][C:5]=2[CH:4]=[CH:3][CH:2]=1. Reported procedure: To a solution of 7H-indolo[2,1-a][2]benzazepine-10-carboxylic acid, 13-cyclohexyl-3-methoxy-6-[[[2-(methylamino)-2-oxoethyl]amino]carbonyl]- (110 mg, 0.22 mmol), N,N-dimethylsulfamide (136 mg, 1.10 mmol) and DMAP (134 mg, 1.10 mmol) in dimethylformamide (2 mL) was added PS-carbodiimide (576 mg, 1.3 mmol/g, 0.88 mmol). The reaction solution was shaken at rt overnight, filtered, concentrated and purified by preparative HPLC (MeOH/H2O with an NH4OAc buffer) to yield 7H-indolo[2,1-a][2]benzazepine-6... Starting materials: CO, C1CC2(CCO1)CO2, CC1(C)C2CCC1(CS(=O)(=O)O)C(=O)C2. Product: COC1(CO)CCOCC1. Reaction SMILES: [CH3:24][OH:25].[O:1]1[CH2:2][C:3]12[CH2:4][CH2:5][O:6][CH2:7][CH2:8]2.[O:9]=[S:10](=[O:11])([OH:12])[CH2:13][C:14]12[CH2:15][CH2:16][CH:17]([C:18]1([CH3:19])[CH3:20])[CH2:21][C:22]2=[O:23]>>[OH:1][CH2:2][C:3]1([O:25][CH3:24])[CH2:4][CH2:5][O:6][CH2:7][CH2:8]1. Starting materials: NC=1C=C(C=CC1F)O (3-amino-4-fluorophenol), C1(C2=C(C(=O)O1)CCCC2)=O (3,4,5,6-tetrahydrophthalic anhydride), resultant solution. Run in C(C)(=O)O (acetic acid). Yields the product FC1=C(C=C(C=C1)O)N1C(C2=C(C1=O)CCCC2)=O (N-(2-fluoro-5-hydroxyphenyl)-3,4,5,6-tetrahydrophthalimide). Yield: 80.3%. Reaction SMILES: [NH2:1][C:2]1[CH:3]=[C:4]([OH:9])[CH:5]=[CH:6][C:7]=1[F:8].[C:10]1(=O)[O:15][C:13](=[O:14])[C:12]2[CH2:16][CH2:17][CH2:18][CH2:19][C:11]1=2>C(O)(=O)C>[F:8][C:7]1[CH:6]=[CH:5][C:4]([OH:9])=[CH:3][C:2]=1[N:1]1[C:13](=[O:14])[C:12]2[CH2:16][CH2:17][CH2:18][CH2:19][C:11]=2[C:10]1=[O:15]. Procedure details: 3-Amino-4-fluorophenol (V) (2 g) and 3,4,5,6-tetrahydrophthalic anhydride (2.4 g) were dissolved in acetic acid (50 ml), and the resultant solution was heated under reflux for lhour, followed by extraction with ethyl acetate. The extract was concentrated, and the precipitated crystals were collected by filtration and washed with a small amount of ether to give 3.3 g of N-(2-fluoro-5-hydroxyphenyl)-3,4,5,6-tetrahydrophthalimide (VI). M.P. 164.6° C.